This data is from the Open Reaction Database (ORD), a public repository of structured organic reaction records. The task is: describe an organic reaction: reactants, conditions, products, and yield Reactants: O=C([O-])[O-], CN(C)C=O, CCOC(C)=O, Cl, [K+], [K+], CCOC(=O)CCCn1cc(C(=O)c2ccc(N)c(OCCCN3CCN(c4ccccc4OC)CC3)c2)c2ccccc21, ClC(c1ccccc1)c1ccccc1. As a reaction SMILES: [C:60](=[O:61])([O-:62])[O-:63].[CH3:66][N:67]([CH3:68])[CH:69]=[O:70].[CH3:71][CH2:72][O:73][C:74](=[O:75])[CH3:76].[ClH:1].[K+:64].[K+:65].[NH2:2][c:3]1[c:4]([O:28][CH2:29][CH2:30][CH2:31][N:32]2[CH2:33][CH2:34][N:35]([c:38]3[c:39]([O:44][CH3:45])[cH:40][cH:41][cH:42][cH:43]3)[CH2:36][CH2:37]2)[cH:5][c:6]([C:7](=[O:8])[c:9]2[cH:10][n:11]([CH2:18][CH2:19][CH2:20][C:21](=[O:22])[O:23][CH2:24][CH3:25])[c:12]3[cH:13][cH:14][cH:15][cH:16][c:17]23)[cH:26][cH:27]1.[c:46]1([CH:52]([c:53]2[cH:54][cH:55][cH:56][cH:57][cH:58]2)[Cl:59])[cH:47][cH:48][cH:49][cH:50][cH:51]1>>[NH:2]([c:3]1[c:4]([O:28][CH2:29][CH2:30][CH2:31][N:32]2[CH2:33][CH2:34][N:35]([c:38]3[c:39]([O:44][CH3:45])[cH:40][cH:41][cH:42][cH:43]3)[CH2:36][CH2:37]2)[cH:5][c:6]([C:7](=[O:8])[c:9]2[cH:10][n:11]([CH2:18][CH2:19][CH2:20][C:21](=[O:22])[O:23][CH2:24][CH3:25])[c:12]3[cH:13][cH:14][cH:15][cH:16][c:17]23)[cH:26][cH:27]1)[CH:52]([c:46]1[cH:47][cH:48][cH:49][cH:50][cH:51]1)[c:53]1[cH:54][cH:55][cH:56][cH:57][cH:58]1. Product: CCOC(=O)CCCn1cc(C(=O)c2ccc(NC(c3ccccc3)c3ccccc3)c(OCCCN3CCN(c4ccccc4OC)CC3)c2)c2ccccc21. The solvent is O (water), NN (hydrazine), C(C)O (ethanol). Isolated yield 79.1%. Reagents/catalysts: [Ni] (Ni). Yields the product COC1=NC(=CC(=C1CN)C(F)(F)F)C ((2-methoxy-6-methyl-4-(trifluoromethyl)pyridin-3-yl)methanamine). RXN SMILES: [CH3:1][O:2][C:3]1[N:10]=[C:9]([CH3:11])[CH:8]=[C:7]([C:12]([F:15])([F:14])[F:13])[C:4]=1[C:5]#[N:6]>C(O)C.O.NN.[Ni]>[CH3:1][O:2][C:3]1[C:4]([CH2:5][NH2:6])=[C:7]([C:12]([F:15])([F:13])[F:14])[CH:8]=[C:9]([CH3:11])[N:10]=1. The reactants are COC1=C(C#N)C(=CC(=N1)C)C(F)(F)F (2-methoxy-6-methyl-4-(trifluoromethyl)nicotinonitrile). Reported procedure: To a solution of 2-methoxy-6-methyl-4-(trifluoromethyl)nicotinonitrile (0.6 g, 2.7 mmol) in ethanol (50 mL) was added the suspension of raney-Ni in water (1 mL) and hydrazine (5 mL). After stirring at 60° C. for 3 hours, the mixture was filtered and concentrated to give a residue. The residue was purified by chromatography (dichloromethane/methanol=10:1) to give (2-methoxy-6-methyl-4-(trifluoromethyl)pyridin-3-yl)methanamine (0.47 g, 77%) and used directly in next step without further purificati... Reaction conditions: temperature 60 celsius, time 3 hour. Starting materials: COC(C1=C(C=CC(=C1)C#N)Br)=O (2-bromo-5-cyano-benzoic acid methyl ester), COC(C1=C(C=CC(=C1)C#N)Br)=O (2-bromo-5-cyano-benzoic acid methyl ester), [N+](=O)([O-])C1=C(C=CC=C1)B(O)O (2-nitrophenylboronic acid), C(=O)([O-])[O-].[K+].[K+] (K2CO3). The reagents and catalysts are C1=CC=C(C=C1)P([C-]2C=CC=C2)C3=CC=CC=C3.C1=CC=C(C=C1)P([C-]2C=CC=C2)C3=CC=CC=C3.Cl[Pd]Cl.[Fe+2] (Pd(dppf)Cl2). Run in O (water), O1CCOCC1 (dioxane). The product is COC(=O)C=1C(=CC=C(C1)C#N)C1=C(C=CC=C1)[N+](=O)[O-] (4-cyano-2′-nitro-biphenyl-2-carboxylic acid methyl ester). The yield is 50.8%. RXN SMILES: [CH3:1][O:2][C:3](=[O:13])[C:4]1[CH:9]=[C:8]([C:10]#[N:11])[CH:7]=[CH:6][C:5]=1Br.[N+:14]([C:17]1[CH:22]=[CH:21][CH:20]=[CH:19][C:18]=1B(O)O)([O-:16])=[O:15].C([O-])([O-])=O.[K+].[K+]>O.O1CCOCC1.C1C=CC(P(C2C=CC=CC=2)[C-]2C=CC=C2)=CC=1.C1C=CC(P(C2C=CC=CC=2)[C-]2C=CC=C2)=CC=1.Cl[Pd]Cl.[Fe+2]>[CH3:1][O:2][C:3]([C:4]1[C:5]([C:18]2[CH:19]=[CH:20][CH:21]=[CH:22][C:17]=2[N+:14]([O-:16])=[O:15])=[CH:6][CH:7]=[C:8]([C:10]#[N:11])[CH:9]=1)=[O:13] |f:2.3.4,7.8.9.10|. Procedure details: A mixture of 2-bromo-5-cyano-benzoic acid methyl ester (which may be prepared as described for Intermediate 2; 17.4 g, 72.6 mmol), 2-nitrophenylboronic acid (available from Aldrich Chemical Company, Inc.; 13.2 g, 79.9 mmol), Pd(dppf)Cl2 (available from Aldrich Chemical Company, Inc.; 7 g, 8.7 mmol) and K2CO3 (29.9 g, 218 mmol) in a mixture of water (26.5 mL) and dioxane (530 mL) was heated at reflux for 3.5 h. The reaction mixture was cooled and evaporated to dryness. The residue was co-evaporat...